From a dataset of the Open Reaction Database (ORD), a public repository of structured organic reaction records. describe an organic reaction: reactants, conditions, products, and yield Starting materials: IC1=CC(=NC(=C1)C1=C(C=CC(=C1)C)OCC1=CC=C(C=C1)[C@@H]1CC[C@H](CC1)C(F)(F)F)N1N=CC(=C1C(F)(F)F)C(=O)OCC (Ethyl 1-{4-iodo-6-[5-methyl-2-({4-[trans-4-(trifluoromethyl)cyclohexyl]benzyl}oxy)phenyl]pyridin-2-yl}-5-(trifluoromethyl)-1H-pyrazole-4-carboxylate), C(=O)([O-])[O-].[K+].[K+] (K2CO3), CB1OB(OB(O1)C)C (trimethyl boroxine). Reagents/catalysts: C=1C=CC(=CC1)[P](C=2C=CC=CC2)(C=3C=CC=CC3)[Pd]([P](C=4C=CC=CC4)(C=5C=CC=CC5)C=6C=CC=CC6)([P](C=7C=CC=CC7)(C=8C=CC=CC8)C=9C=CC=CC9)[P](C=1C=CC=CC1)(C=1C=CC=CC1)C=1C=CC=CC1 (Pd(PPh3)4). The solvent is hexanes, O1CCOCC1 (dioxane). Reaction conditions: temperature 140 celsius. Yields the product C(=O)(C(F)(F)F)O (TFA), CC1=CC(=NC(=C1)C1=C(C=CC(=C1)C)OCC1=CC=C(C=C1)[C@@H]1CC[C@H](CC1)C(F)(F)F)N1N=CC(=C1C(F)(F)F)C(=O)O (1-{4-Methyl-6-[5-methyl-2-({4-[trans-4-(trifluoromethyl)cyclohexyl]benzyl}oxy)phenyl]pyridin-2-yl}-5-(trifluoromethyl)-1H-pyrazole-4-carboxylic acid). Reaction SMILES: I[C:2]1[CH:7]=[C:6]([C:8]2[CH:13]=[C:12]([CH3:14])[CH:11]=[CH:10][C:9]=2[O:15][CH2:16][C:17]2[CH:22]=[CH:21][C:20]([C@H:23]3[CH2:28][CH2:27][C@H:26]([C:29]([F:32])([F:31])[F:30])[CH2:25][CH2:24]3)=[CH:19][CH:18]=2)[N:5]=[C:4]([N:33]2[C:37]([C:38]([F:41])([F:40])[F:39])=[C:36]([C:42]([O:44]CC)=[O:43])[CH:35]=[N:34]2)[CH:3]=1.[C:47]([O-:50])([O-])=[O:48].[K+].[K+].[CH3:53]B1OB(C)OB(C)O1>C1C=CC([P]([Pd]([P](C2C=CC=CC=2)(C2C=CC=CC=2)C2C=CC=CC=2)([P](C2C=CC=CC=2)(C2C=CC=CC=2)C2C=CC=CC=2)[P](C2C=CC=CC=2)(C2C=CC=CC=2)C2C=CC=CC=2)(C2C=CC=CC=2)C2C=CC=CC=2)=CC=1.O1CCOCC1>[C:47]([OH:50])([C:29]([F:32])([F:31])[F:30])=[O:48].[CH3:53][C:2]1[CH:7]=[C:6]([C:8]2[CH:13]=[C:12]([CH3:14])[CH:11]=[CH:10][C:9]=2[O:15][CH2:16][C:17]2[CH:22]=[CH:21][C:20]([C@H:23]3[CH2:24][CH2:25][C@H:26]([C:29]([F:30])([F:31])[F:32])[CH2:27][CH2:28]3)=[CH:19][CH:18]=2)[N:5]=[C:4]([N:33]2[C:37]([C:38]([F:41])([F:40])[F:39])=[C:36]([C:42]([OH:44])=[O:43])[CH:35]=[N:34]2)[CH:3]=1 |f:1.2.3,^1:65,67,86,105|. Procedure: A mixture of the title compound from Example 19 Step I (20 mg, 0.026 mmol) Pd(PPh3)4 (10.7 mg, 0.009 mmol), K2CO3 (11 mg, 0.08 mmol), trimethyl boroxine (11.6 mg, 0.09 mmol), and dioxane (0.5 mL) was heated in a microwave reactor at 140° C. for 1 h, cooled, diluted with hexanes and passed through a pad of silica gel eluted by dichloromethane. The solvent was removed in vacuo. Treatment with a mixture of 1,4-dioxane (0.1 mL), MeOH (0.1 mL) and 3 N NaOH (0.1 mL) at 50° C. for 15 min, followed by r... Starting materials: C(C)#N.CO (acetonitrile MeOH), O=C1N(C2=CC=CC=C2C1)CC(=O)N (2-(2-oxo-2,3-dihydro-1H-indol-1-yl)acetamide), [N+](=O)(O)[O-] (nitric acid). The solvent is C(=O)(C(F)(F)F)O (TFA). Conditions: time 5 minute. The product is [N+](=O)([O-])C=1C=C2CC(N(C2=CC1)CC(=O)N)=O (2-(5-nitro-2-oxo-2,3-dihydro-1H-indol-1-yl)acetamide). As a reaction SMILES: [O:1]=[C:2]1[CH2:10][C:9]2[C:4](=[CH:5][CH:6]=[CH:7][CH:8]=2)[N:3]1[CH2:11][C:12]([NH2:14])=[O:13].[N+:15]([O-])([OH:17])=[O:16].C(#N)C.CO>C(O)(C(F)(F)F)=O>[N+:15]([C:7]1[CH:8]=[C:9]2[C:4](=[CH:5][CH:6]=1)[N:3]([CH2:11][C:12]([NH2:14])=[O:13])[C:2](=[O:1])[CH2:10]2)([O-:17])=[O:16] |f:2.3|. Procedure details: To a stirred solution of 2-(2-oxo-2,3-dihydro-1H-indol-1-yl)acetamide 1 (400 mg, 2.1 mmol) in TFA (20 ml) was added fuming nitric acid (170 μl, 2.7 mmol) over 10 minutes. Following addition, the ice bath was removed and the mixture was stirred at room temperature for 5 minutes, then poured carefully into ice water. The precipitate was collected, washed with water until pH 7 and dried to give a crude solid. Cristallization in a mixture acetonitrile/MeOH afforded the 2-(5-nitro-2-oxo-2,3-dihydro-1... Reactants: C1CCOC1, COc1ccccc1-c1ccc2cnc(N)nn12, ClC(Cl)Cl, CN1CCN(c2ccc(N=C=O)cc2)CC1. Yields the product COc1ccccc1-c1ccc2cnc(NC(=O)Nc3ccc(N4CCN(C)CC4)cc3)nn12. RXN SMILES: [CH2:39]1[O:40][CH2:41][CH2:42][CH2:43]1.[CH3:1][O:2][c:3]1[c:4](-[c:9]2[cH:10][cH:11][c:12]3[cH:13][n:14][c:15]([NH2:18])[n:16][n:17]23)[cH:5][cH:6][cH:7][cH:8]1.[Cl:35][CH:36]([Cl:37])[Cl:38].[N:19](=[C:20]=[O:21])[c:22]1[cH:23][cH:24][c:25]([N:28]2[CH2:29][CH2:30][N:31]([CH3:34])[CH2:32][CH2:33]2)[cH:26][cH:27]1>>[CH3:1][O:2][c:3]1[c:4](-[c:9]2[cH:10][cH:11][c:12]3[cH:13][n:14][c:15]([NH:18][C:20]([NH:19][c:22]4[cH:23][cH:24][c:25]([N:28]5[CH2:29][CH2:30][N:31]([CH3:34])[CH2:32][CH2:33]5)[cH:26][cH:27]4)=[O:21])[n:16][n:17]23)[cH:5][cH:6][cH:7][cH:8]1. Yields the product ClC1=CC=C(C(=O)C2=C(C=C(N2C)CC(=O)O)OC)C=C1 (5-(p-chlorobenzoyl)-4-methoxy-1-methylpyrrole-2-acetic acid). Yield: 81.5%. Reported procedure: 5-(p-Chlorobenzoyl)-3-hydroxycarbonyl-4-methoxy-1-methylpyrrole-2-acetic acid (prepared from Example 1, Step E) is dissolved in 5 ml of trifluoroacetic acid (TFA) and heated to reflux under nitrogen. After about 45 minutes the reaction is substantially complete. It is cooled and concentrated in vacuo. The resultant residue is treated with 10 ml of water, and the precipitate is filtered, and dried to afford 925 mg (81.5%) of 5-(p-chlorobenzoyl)-4-methoxy-1-methylpyrrole-2-acetic acid, m.p. 142°. Conditions: time 45 minute. The reactants are ClC1=CC=C(C(=O)C2=C(C(=C(N2C)CC(=O)O)C(=O)O)OC)C=C1 (5-(p-Chlorobenzoyl)-3-hydroxycarbonyl-4-methoxy-1-methylpyrrole-2-acetic acid). Run in FC(C(=O)O)(F)F (trifluoroacetic acid). As a reaction SMILES: [Cl:1][C:2]1[CH:24]=[CH:23][C:5]([C:6]([C:8]2[N:12]([CH3:13])[C:11]([CH2:14][C:15]([OH:17])=[O:16])=[C:10](C(O)=O)[C:9]=2[O:21][CH3:22])=[O:7])=[CH:4][CH:3]=1>FC(F)(F)C(O)=O>[Cl:1][C:2]1[CH:3]=[CH:4][C:5]([C:6]([C:8]2[N:12]([CH3:13])[C:11]([CH2:14][C:15]([OH:17])=[O:16])=[CH:10][C:9]=2[O:21][CH3:22])=[O:7])=[CH:23][CH:24]=1. The reactants are c1ccc(CNC2CCC2)cc1, CCN(C(C)C)C(C)C, O=C(Cl)C(=O)Cl, ClCCl, O=C(O)c1cnc(N2CCOCC2)nc1-c1ccccc1F, CN(C)C=O. Product: O=C(c1cnc(N2CCOCC2)nc1-c1ccccc1F)N(Cc1ccccc1)C1CCC1. Reaction SMILES: [CH2:32]([c:33]1[cH:34][cH:35][cH:36][cH:37][cH:38]1)[NH:39][CH:40]1[CH2:41][CH2:42][CH2:43]1.[CH:44]([N:45]([CH:46]([CH3:47])[CH3:48])[CH2:49][CH3:50])([CH3:51])[CH3:52].[Cl:1][C:2]([C:3]([Cl:4])=[O:5])=[O:6].[Cl:7][CH2:8][Cl:9].[F:10][c:11]1[c:12](-[c:17]2[n:18][c:19]([N:26]3[CH2:27][CH2:28][O:29][CH2:30][CH2:31]3)[n:20][cH:21][c:22]2[C:23](=[O:24])[OH:25])[cH:13][cH:14][cH:15][cH:16]1.[O:53]=[CH:54][N:55]([CH3:56])[CH3:57]>>[F:10][c:11]1[c:12](-[c:17]2[n:18][c:19]([N:26]3[CH2:27][CH2:28][O:29][CH2:30][CH2:31]3)[n:20][cH:21][c:22]2[C:23](=[O:24])[N:39]([CH2:32][c:33]2[cH:34][cH:35][cH:36][cH:37][cH:38]2)[CH:40]2[CH2:41][CH2:42][CH2:43]2)[cH:13][cH:14][cH:15][cH:16]1. The reactants are O=C([O-])[O-], CI, [K+], [K+], CN(C)C=O, O, Cc1ccc(-c2c(C(=O)OCCC(c3ccccc3)c3ccccc3)c(C)nc(C)c2C(=O)N2CCNCC2)c(C)c1. Product: Cc1ccc(-c2c(C(=O)OCCC(c3ccccc3)c3ccccc3)c(C)nc(C)c2C(=O)N2CCN(C)CC2)c(C)c1. RXN SMILES: [C:43](=[O:44])([O-:45])[O-:46].[CH3:49][I:50].[K+:47].[K+:48].[O:52]=[CH:53][N:54]([CH3:55])[CH3:56].[OH2:51].[c:1]1([CH:7]([CH2:8][CH2:9][O:10][C:11]([c:12]2[c:13]([CH3:35])[n:14][c:15]([CH3:34])[c:16]([C:26](=[O:27])[N:28]3[CH2:29][CH2:30][NH:31][CH2:32][CH2:33]3)[c:17]2-[c:18]2[c:19]([CH3:25])[cH:20][c:21]([CH3:24])[cH:22][cH:23]2)=[O:36])[c:37]2[cH:38][cH:39][cH:40][cH:41][cH:42]2)[cH:2][cH:3][cH:4][cH:5][cH:6]1>>[c:1]1([CH:7]([CH2:8][CH2:9][O:10][C:11]([c:12]2[c:13]([CH3:35])[n:14][c:15]([CH3:34])[c:16]([C:26](=[O:27])[N:28]3[CH2:29][CH2:30][N:31]([CH3:43])[CH2:32][CH2:33]3)[c:17]2-[c:18]2[c:19]([CH3:25])[cH:20][c:21]([CH3:24])[cH:22][cH:23]2)=[O:36])[c:37]2[cH:38][cH:39][cH:40][cH:41][cH:42]2)[cH:2][cH:3][cH:4][cH:5][cH:6]1.